From a dataset of the Open Reaction Database (ORD), a public repository of structured organic reaction records. describe an organic reaction: reactants, conditions, products, and yield Starting materials: C1CCOC1 (THF), NC=1SC=C(N1)C(C(=O)N[C@H]1[C@@H]2N(C(=C(CS2)COC(C)=O)C(=O)O)C1=O)=NOCC1=CC=C(C=C1)Cl (7β-[2-(2-aminothiazol-4-yl)-2-(4-chlorobenzyloxyimino)acetamido]-3-acetoxymethyl-3-cephem-4-carboxylic acid), [Si](C)(C)(C)I (TMSI), CN(C(=O)C(F)(F)F)[Si](C)(C)C (MSTFA). Solvent: C(Cl)Cl (methylene chloride). Conditions: temperature 40 celsius. Yields the product ICC=1CS[C@H]2N(C1)C(C2)=O (3-iodomethyl-3-cephem). RXN SMILES: NC1SC=C(C(=NOCC2C=CC(Cl)=CC=2)C(N[C@@H:11]2[C:26](=[O:27])[N:13]3[C:14](C(O)=O)=[C:15]([CH2:18]OC(=O)C)[CH2:16][S:17][C@H:12]23)=O)N=1.CN([Si](C)(C)C)C(C(F)(F)F)=O.[Si]([I:54])(C)(C)C.C1COCC1>C(Cl)Cl>[I:54][CH2:18][C:15]1[CH2:16][S:17][C@@H:12]2[CH2:11][C:26](=[O:27])[N:13]2[CH:14]=1. Procedure details: To a suspension of 200 mg (0.35 mmole) of 7β-[2-(2-aminothiazol-4-yl)-2-(4-chlorobenzyloxyimino)acetamido]-3-acetoxymethyl-3-cephem-4-carboxylic acid in 5 ml of methylene chloride was added 0.5 ml of MSTFA and the suspension was stirred at 40° C. until solution occurred. The solution was cooled to room temperature and 0.13 ml (0.87 mmole) of TMSI was added. The reaction stirred at room temperature for 30 minutes and evaporated to an oil. The oil was dissolved in 3 ml of acetonitrile and 0.12 ml ... The reactants are [OH-].[Al+3].[OH-].[OH-] (aluminum hydroxide), CP(O)(O)=O (methylphosphonic acid), Teflon. Run in O (water). Reaction conditions: temperature 160 celsius, time 1 hour. Product: CP([O-])([O-])=O.[Al+3].CP([O-])([O-])=O.CP([O-])([O-])=O.[Al+3] (aluminum methylphosphonate). Yield: 57.7%. RXN SMILES: [OH-].[Al+3:2].[OH-].[OH-].[CH3:5][P:6](=[O:9])([OH:8])[OH:7]>O>[CH3:5][P:6](=[O:7])([O-:9])[O-:8].[Al+3:2].[CH3:5][P:6](=[O:7])([O-:9])[O-:8].[CH3:5][P:6](=[O:7])([O-:9])[O-:8].[Al+3:2] |f:0.1.2.3,6.7.8.9.10|. Reported procedure: 0.780 g of aluminum hydroxide, 1.47 g of methylphosphonic acid, and 6.64 g of water were mixed and stirred for 1 hour. Then the mixture was placed in an internal cylinder of Teflon in a stainless steel pressure-resistant vessel, which was placed in turn in a constant-temperature bath, and the mixture in the vessel was heated under autogenous pressure at 160° C. for 48 hours. After cooling to room temperature, suspended needle crystals were scooped out, washed with water, and dried in air, to obt... Reactants: N#Cc1ccc2c(c1)S(=O)(=O)c1ccccc1C2=O, C[O-], CO, NCCN, [Na+]. Product: O=C1c2ccccc2S(=O)(=O)c2cc(C3=NCCN3)ccc21. Reaction SMILES: [C:1](#[N:2])[c:3]1[cH:4][cH:5][c:6]2[c:15]([cH:16]1)[S:14](=[O:17])(=[O:18])[c:13]1[c:8]([cH:9][cH:10][cH:11][cH:12]1)[C:7]2=[O:19].[CH3:24][O-:25].[CH3:27][OH:28].[NH2:20][CH2:21][CH2:22][NH2:23].[Na+:26]>>[C:1]1([c:3]2[cH:4][cH:5][c:6]3[c:15]([cH:16]2)[S:14](=[O:17])(=[O:18])[c:13]2[c:8]([cH:9][cH:10][cH:11][cH:12]2)[C:7]3=[O:19])=[N:20][CH2:21][CH2:22][NH:2]1.